Dataset: the Open Reaction Database (ORD), a public repository of structured organic reaction records. Task: describe an organic reaction: reactants, conditions, products, and yield Reactants: COC(=O)C1(C(C1)C=C)NC(=O)C1N(CC(C1)OS(=O)(=O)C1=CC=C(C=C1)Br)C(C(C(C)(C)C)NC(=O)OC(C)(C)C)=O (1-{[4-(4-bromo-benzenesulfonyloxy)-1-(2-tert-butoxycarbonylamino-3,3-dimethyl-butyryl)-pyrrolidine-2-carbonyl]-amino}-2-vinyl-cyclopropanecarboxylic acid methyl ester), C([O-])(O)=O.[Na+] (sodium bicarbonate), ClC=1C(=CC=C2C(=CC(=NC12)C=1N=C(OC1)NC(C)C)O)OCCN1CCOCC1 (8-chloro-2-(2-isopropylaminooxazol-4-yl)-7-(2-morpholin-4-yl-ethoxy)-quinolin-4-ol), C([O-])([O-])=O.[Cs+].[Cs+] (cesium carbonate), COC(=O)C1(C(C1)C=C)NC(=O)C1N(CC(C1)OS(=O)(=O)C1=CC=C(C=C1)Br)C(C(C(C)(C)C)NC(=O)OC(C)(C)C)=O (1-{[4-(4-bromobenzenesulfonyloxy)-1-(2-tert-butoxycarbonylamino-3,3-dimethylbutyryl)-pyrrolidine-2-carbonyl]-amino}-2-vinyl-cyclopropanecarboxylic acid methyl ester). Solvent: CCOC(=O)C (EtOAc), [Cl-].[Li+] (lithium chloride), CO (MeOH), CN1CCCC1=O (NMP). Reaction conditions: temperature 65 celsius. The product is COC(=O)C1(C(C1)C=C)NC(=O)C1N(CC(C1)OC1=CC(=NC2=C(C(=CC=C12)OCCN1CCOCC1)Cl)C=1N=C(OC1)NC(C)C)C(C(C(C)(C)C)NC(=O)OC(C)(C)C)=O (1-({1-(2-tert-butoxycarbonylamino-3,3-dimethylbutyryl)-4-[8-chloro-2-(2-isopropylaminooxazol-4-yl)-7-(2-morpholin-4-yl-ethoxy)quinolin-4-yloxy]-pyrrolidine-2-carbonyl}-amino)-2-vinyl-cyclopropanecarboxylic acid methyl ester). Isolated yield 134.4%. Reaction SMILES: [Cl:1][C:2]1[C:3]([O:22][CH2:23][CH2:24][N:25]2[CH2:30][CH2:29][O:28][CH2:27][CH2:26]2)=[CH:4][CH:5]=[C:6]2[C:11]=1[N:10]=[C:9]([C:12]1[N:13]=[C:14]([NH:17][CH:18]([CH3:20])[CH3:19])[O:15][CH:16]=1)[CH:8]=[C:7]2[OH:21].C(=O)([O-])[O-].[Cs+].[Cs+].[CH3:37][O:38][C:39]([C:41]1([NH:46][C:47]([CH:49]2[CH2:53][CH:52](OS(C3C=CC(Br)=CC=3)(=O)=O)[CH2:51][N:50]2[C:65](=[O:79])[CH:66]([NH:71][C:72]([O:74][C:75]([CH3:78])([CH3:77])[CH3:76])=[O:73])[C:67]([CH3:70])([CH3:69])[CH3:68])=[O:48])[CH2:43][CH:42]1[CH:44]=[CH2:45])=[O:40].C(=O)(O)[O-].[Na+]>CN1C(=O)CCC1.CCOC(C)=O.[Cl-].[Li+].CO>[CH3:37][O:38][C:39]([C:41]1([NH:46][C:47]([CH:49]2[CH2:53][CH:52]([O:21][C:7]3[C:6]4[C:11](=[C:2]([Cl:1])[C:3]([O:22][CH2:23][CH2:24][N:25]5[CH2:26][CH2:27][O:28][CH2:29][CH2:30]5)=[CH:4][CH:5]=4)[N:10]=[C:9]([C:12]4[N:13]=[C:14]([NH:17][CH:18]([CH3:19])[CH3:20])[O:15][CH:16]=4)[CH:8]=3)[CH2:51][N:50]2[C:65](=[O:79])[CH:66]([NH:71][C:72]([O:74][C:75]([CH3:78])([CH3:77])[CH3:76])=[O:73])[C:67]([CH3:70])([CH3:69])[CH3:68])=[O:48])[CH2:43][CH:42]1[CH:44]=[CH2:45])=[O:40] |f:1.2.3,5.6,9.10|. Procedure: To a solution of 8-chloro-2-(2-isopropylaminooxazol-4-yl)-7-(2-morpholin-4-yl-ethoxy)-quinolin-4-ol (341 mg, 0.63 mmol) and cesium carbonate (1.23 g, 3.78 mmol) in NMP was added 1-{[4-(4-bromobenzenesulfonyloxy)-1-(2-tert-butoxycarbonylamino-3,3-dimethylbutyryl)-pyrrolidine-2-carbonyl]-amino}-2-vinyl-cyclopropanecarboxylic acid methyl ester (432 mg, 0.63 mmol) and the reaction was heated to 65° C. After 2 h an additional 0.5 eq of 1-{[4-(4-bromo-benzenesulfonyloxy)-1-(2-tert-butoxycarbonylamino-...